This data is from the Open Reaction Database (ORD), a public repository of structured organic reaction records. The task is: describe an organic reaction: reactants, conditions, products, and yield The product is C(C1=CC=CC=C1)O[C@H]1C[C@H](C1)N (cis-3-Benzyloxycyclobutylamine). Run in C(Cl)Cl (DCM). Reaction conditions: time 3 hour. The reactants are C(C)(C)(C)OC(N[C@@H]1C[C@@H](C1)OCC1=CC=CC=C1)=O ((cis-3-benzyloxycyclobutyl)carbamic acid tert-butyl ester), C(=O)(C(F)(F)F)O (TFA). RXN SMILES: C(OC(=O)[NH:7][C@H:8]1[CH2:11][C@@H:10]([O:12][CH2:13][C:14]2[CH:19]=[CH:18][CH:17]=[CH:16][CH:15]=2)[CH2:9]1)(C)(C)C.C(O)(C(F)(F)F)=O>C(Cl)Cl>[CH2:13]([O:12][C@@H:10]1[CH2:11][C@H:8]([NH2:7])[CH2:9]1)[C:14]1[CH:19]=[CH:18][CH:17]=[CH:16][CH:15]=1. Yield: 96.3%. Procedure: To a solution of (cis-3-benzyloxycyclobutyl)carbamic acid tert-butyl ester (2.40 g, 8.67 mmol) in DCM (20 mL) was added TFA (4 mL) and the mixture stirred at RT for 3 h. The volatiles were removed in vacuo and the resulting residue dissolved in DCM and loaded onto SCX-2 (20 g). The cartridge was washed with DCM then MeOH then 2M NH3 in MeOH solution. The relevant fractions were concentrated in vacuo to afford the title compound as yellow oil (1.48 g, 95%). 1H NMR (CDCl3, 400 MHz): δ 7.36-7.30 (5... Starting materials: N[C@@H](C)C(=O)OC.Cl (L-Ala-OMe HCl), O.C1(=CC=CC=C1)S(=O)(=O)O (benzenesulfonic acid monohydrate). The solvent is C(C)(=O)OC (methyl acetate). Product: C1(=CC=CC=C1)S(=O)(=O)O.COC([C@@H](N)C)=O (L-alanine methyl ester benzenesulfonate). Reaction SMILES: [NH2:1][C@H:2]([C:4]([O:6][CH3:7])=[O:5])[CH3:3].Cl.O.[C:10]1([S:16]([OH:19])(=[O:18])=[O:17])[CH:15]=[CH:14][CH:13]=[CH:12][CH:11]=1>C(OC)(=O)C>[C:10]1([S:16]([OH:19])(=[O:18])=[O:17])[CH:15]=[CH:14][CH:13]=[CH:12][CH:11]=1.[CH3:7][O:6][C:4](=[O:5])[C@H:2]([CH3:3])[NH2:1] |f:0.1,2.3,5.6|. Procedure: L-Ala-OMe HCl salt (1.00 g, 7.16 mmol) was suspended in methyl acetate (15 ml), and benzenesulfonic acid monohydrate (BsOH H2O) (1.51 g, 8.57 mmol) was added. The mixture was stirred for dissolution. This solution was concentrated under reduced pressure, and methyl acetate (15 ml) was added. The mixture was concentrated twice under reduced pressure, and the obtained concentrate was cooled in a refrigerator. Since partial crystallization occurred, diethyl ether (3 ml) and methyl acetate (15 ml) w... Starting materials: C(CCC)[Li] (n-butyllithium), C(C)N1N=C2C(NC=3C=CC=CC3C2=C1)=O (2-ethyl-2,5-dihydro-4H-pyrazolo[3,4-c]quinolin-4-one), CN(CCN(C)C)C (N,N,N′,N′-tetramethylethylenediamine), CN(C=O)C (N,N-dimethylformamide), Cl (hydrochloric acid). The solvent is hexanes, C(C)#N (acetonitrile), O1CCCC1 (tetrahydrofuran). Conditions: temperature 0 celsius, time 5 minute. Yields the product C(C)N1N=C2C(NC=3C=CC=CC3C2=C1C=O)=O (2-ethyl-4-oxo-4,5-dihydro-2H-pyrazolo[3,4-c]quinoline-1-carbaldehyde). As a reaction SMILES: [CH2:1]([N:3]1[CH:15]=[C:14]2[C:5]([C:6](=[O:16])[NH:7][C:8]3[CH:9]=[CH:10][CH:11]=[CH:12][C:13]=32)=[N:4]1)[CH3:2].CN(C)CCN(C)C.C([Li])CCC.Cl.CN(C)[CH:33]=[O:34]>C(#N)C.O1CCCC1>[CH2:1]([N:3]1[C:15]([CH:33]=[O:34])=[C:14]2[C:5]([C:6](=[O:16])[NH:7][C:8]3[CH:9]=[CH:10][CH:11]=[CH:12][C:13]=32)=[N:4]1)[CH3:2]. Procedure details: Under a nitrogen atmosphere, a mixture of 2-ethyl-2,5-dihydro-4H-pyrazolo[3,4-c]quinolin-4-one (10 g, 46.8 mmol), N,N,N′,N′-tetramethylethylenediamine (31 mL), and tetrahydrofuran (520 mL) was chilled to 0° C. A solution of n-butyllithium in hexanes (56 mL of 2.5 M) was added dropwise. After the addition was complete the reaction mixture was stirred for 5 minutes and then N,N-dimethylformamide (DMF, 72 mL) was added dropwise. The reaction mixture was warmed to ambient temperature and stirred for... Reactants: C(=O)(O)CCC[C@@H](C(=O)O[C@H](CC(=O)N)CCCCCCCCCCCCC)NC(=O)C=1C=NC2=CC=CC=C2C1 ((3S)-3-[(2S)-5-carboxy-2-{(3-quinolyl)carbonylamino}pentanoyl]oxyhexadecanamide), S(O)(O)(=O)=O (sulfuric acid). The solvent is O1CCOCC1 (1,4-dioxane). Run at time 10 minute. Yields the product S(=O)(=O)(O)O.C(=O)(O)CCC[C@@H](C(=O)O[C@H](CC(=O)N)CCCCCCCCCCCCC)NC(=O)C=1C=NC2=CC=CC=C2C1 ((3S)-3-[(2S)-5-carboxy-2-{(3-quinolyl)carbonylamino}pentanoyl]oxyhexadecanamide sulfate). Reaction SMILES: [C:1]([CH2:4][CH2:5][CH2:6][C@H:7]([NH:29][C:30]([C:32]1[CH:33]=[N:34][C:35]2[C:40]([CH:41]=1)=[CH:39][CH:38]=[CH:37][CH:36]=2)=[O:31])[C:8]([O:10][C@@H:11]([CH2:16][CH2:17][CH2:18][CH2:19][CH2:20][CH2:21][CH2:22][CH2:23][CH2:24][CH2:25][CH2:26][CH2:27][CH3:28])[CH2:12][C:13]([NH2:15])=[O:14])=[O:9])([OH:3])=[O:2].[S:42](=[O:46])(=[O:45])([OH:44])[OH:43]>O1CCOCC1>[S:42]([OH:46])([OH:45])(=[O:44])=[O:43].[C:1]([CH2:4][CH2:5][CH2:6][C@H:7]([NH:29][C:30]([C:32]1[CH:33]=[N:34][C:35]2[C:40]([CH:41]=1)=[CH:39][CH:38]=[CH:37][CH:36]=2)=[O:31])[C:8]([O:10][C@@H:11]([CH2:16][CH2:17][CH2:18][CH2:19][CH2:20][CH2:21][CH2:22][CH2:23][CH2:24][CH2:25][CH2:26][CH2:27][CH3:28])[CH2:12][C:13]([NH2:15])=[O:14])=[O:9])([OH:3])=[O:2] |f:3.4|. Reported procedure: To a solution of (3S)-3-[(2S)-5-carboxy-2-{(3-quinolyl)carbonylamino}pentanoyl]oxyhexadecanamide (100 mg) in 1,4-dioxane (5 ml) was added 1M aqueous sulfuric acid (0.18 ml) at room temperature. After being stirred at the same temperature for 10 minutes, the solvent was removed under reduced pressure and the resulting solid was triturated with ethyl ether to give (3S)-3-[(2S)-5-carboxy-2-{(3-quinolyl)carbonylamino}pentanoyl]oxyhexadecanamide sulfate (100 mg).